This data is from the Open Reaction Database (ORD), a public repository of structured organic reaction records. The task is: describe an organic reaction: reactants, conditions, products, and yield Reactants: CC(=O)OI1(C=2C=CC=CC2C(=O)O1)(OC(=O)C)OC(=O)C (Dess-Martin reagent), C(C1=CC=CC=C1)OC(=O)C1CCC(CC1)C(C)O (4-(1-hydroxy-ethyl)-cyclohexanecarboxylic acid benzyl ester), S(=S)(=O)([O-])[O-].[Na+].[Na+] (sodium thiosulfate). Solvent: ClCCl (dichloromethane). Conditions: time 10 minute. The product is C(C1=CC=CC=C1)OC(=O)C1CCC(CC1)C(C)=O (4-acetyl-cyclohexanecarboxylic acid benzyl ester). Isolated yield 84.7%. RXN SMILES: CC(OI1(OC(C)=O)(OC(C)=O)OC(=O)C2C=CC=CC1=2)=O.[CH2:23]([O:30][C:31]([CH:33]1[CH2:38][CH2:37][CH:36]([CH:39]([OH:41])[CH3:40])[CH2:35][CH2:34]1)=[O:32])[C:24]1[CH:29]=[CH:28][CH:27]=[CH:26][CH:25]=1.S([O-])([O-])(=O)=S.[Na+].[Na+]>ClCCl>[CH2:23]([O:30][C:31]([CH:33]1[CH2:38][CH2:37][CH:36]([C:39](=[O:41])[CH3:40])[CH2:35][CH2:34]1)=[O:32])[C:24]1[CH:29]=[CH:28][CH:27]=[CH:26][CH:25]=1 |f:2.3.4|. Reported procedure: Dess-Martin reagent (151 mg, 0.355 mmol) was added to a solution of 4-(1-hydroxy-ethyl)-cyclohexanecarboxylic acid benzyl ester (71.6 mg, 0.273 mmol) in anhydrous dichloromethane (0.91 ml) at 0° C. The mixture was stirred at the same temperature for 10 minutes, and further warmed to room temperature and stirred for 4.5 hours. An aqueous sodium thiosulfate solution was added to the reaction solution, followed by extraction with dichloromethane. The organic phase was concentrated under reduced pre... Reactants: O (H2O), FC1=C(C=C(C=C1)NC(C1=CC=CC=C1)=O)[N+](=O)[O-] (N-(4-fluoro-3-nitrophenyl)benzamide), C(=O)(OC(C)(C)C)NC1=CC=C(C=C1)O (N-Boc-4-hydroxyaniline), [OH-].[K+] (KOH). Run in CS(=O)C (DMSO). Reaction conditions: temperature 80 celsius. Yields the product C(C)(C)(C)OC(NC1=CC=C(C=C1)OC1=C(C=C(C=C1)NC(C1=CC=CC=C1)=O)[N+](=O)[O-])=O ([4-(4-Benzoylamino-2-nitrophenoxy)-phenyl]carbamic acid tert-butyl ester). Yield: 93.1%. RXN SMILES: F[C:2]1[CH:7]=[CH:6][C:5]([NH:8][C:9](=[O:16])[C:10]2[CH:15]=[CH:14][CH:13]=[CH:12][CH:11]=2)=[CH:4][C:3]=1[N+:17]([O-:19])=[O:18].[C:20]([NH:27][C:28]1[CH:33]=[CH:32][C:31]([OH:34])=[CH:30][CH:29]=1)([O:22][C:23]([CH3:26])([CH3:25])[CH3:24])=[O:21].[OH-].[K+].O>CS(C)=O>[C:23]([O:22][C:20](=[O:21])[NH:27][C:28]1[CH:29]=[CH:30][C:31]([O:34][C:2]2[CH:7]=[CH:6][C:5]([NH:8][C:9](=[O:16])[C:10]3[CH:15]=[CH:14][CH:13]=[CH:12][CH:11]=3)=[CH:4][C:3]=2[N+:17]([O-:19])=[O:18])=[CH:32][CH:33]=1)([CH3:26])([CH3:24])[CH3:25] |f:2.3|. Procedure details: A mixture of N-(4-fluoro-3-nitrophenyl)benzamide (1.00 g, 3.8 mmol), N-Boc-4-hydroxyaniline (0.83 g, 3.8 mmol) and 85% KOH (0.51 g, 7.7 mmol) in DMSO (20 mL) was heated at 80° C. for 1 hour, and then poured into H2O (100 ml) under stirring. The resulting oily crystal was extracted with EtOAc. The extract was washed with H2O (3 times) and brine, dried over MgSO4, filtered and concentrated under vacuum giving the crude title compound, which was purified by washing with i-Pr2O to give the desired c... Reactants: C1(=CC=CC=C1)C(=CC(C)C)C1=CC=CC=C1 (1,1-diphenyl-3-methylbutene), BrBr (bromine). Solvent: ClCCCl (1,2-dichloroethane). Reaction conditions: temperature 0 celsius, time 1 hour. Yields the product BrC(=C(C1=CC=CC=C1)C1=CC=CC=C1)C(C)C (2-Bromo-1,1-diphenyl-3-methylbutene). Isolated yield 72.4%. Reaction SMILES: [C:1]1([C:7]([C:12]2[CH:17]=[CH:16][CH:15]=[CH:14][CH:13]=2)=[CH:8][CH:9]([CH3:11])[CH3:10])[CH:6]=[CH:5][CH:4]=[CH:3][CH:2]=1.[Br:18]Br>ClCCCl>[Br:18][C:8]([CH:9]([CH3:11])[CH3:10])=[C:7]([C:12]1[CH:13]=[CH:14][CH:15]=[CH:16][CH:17]=1)[C:1]1[CH:6]=[CH:5][CH:4]=[CH:3][CH:2]=1. Procedure: Into a reactor were introduced 8.81 g (39.6 mmol) of the 1,1-diphenyl-3-methylbutene and 35 mL of 1,2-dichloroethane under a nitrogen atmosphere. The contents were cooled to 0° C., and 6.33 g (39.6 mmol) of bromine was gradually added dropwise thereto. This mixture was stirred at room temperature for 1 hour. The resultant reaction mixture was washed with saturated aqueous sodium hydrogen carbonate solution and saturated aqueous sodium chloride solution and then dried with anhydrous magnesium sul... Reactants: C(C)(C)(C)OC(NC(=N)C=1SC(=C(C1)S(=O)(=O)C=1C=C(C=CC1)C1=C(C=CC=C1C)N)SC)=O ({[4-(2′-Amino-6′-methyl-biphenyl-3-sulfonyl)-5-methylsulfanyl-thiophen-2-yl]-imino-methyl}-carbamic acid tert-butyl ester), S(N)(=O)(=O)CCCC(=O)O (4-sulfamoyl-butyric acid), CCN=C=NCCCN(C)C (EDCI), C=1C=CC2=C(C1)N=NN2O (HOBt). Run in CN(C)C=O (DMF). Reaction conditions: time 24 hour. Yields the product C(C)(C)(C)OC(NC(C=1SC(=C(C1)S(=O)(=O)C=1C=C(C=CC1)C1=C(C=CC=C1C)NC(CCCS(N)(=O)=O)=O)SC)=N)=O ((Imino-{4-[6′-methyl-2′-(4-sulfamoyl-butyrylamino)-biphenyl-3-sulfonyl]-5-methylsulfanyl-thiophen-2-yl}-methyl)-carbamic acid tert-butyl ester). The yield is 60.0%. As a reaction SMILES: [C:1]([O:5][C:6](=[O:34])[NH:7][C:8]([C:10]1[S:11][C:12]([S:32][CH3:33])=[C:13]([S:15]([C:18]2[CH:19]=[C:20]([C:24]3[C:29]([CH3:30])=[CH:28][CH:27]=[CH:26][C:25]=3[NH2:31])[CH:21]=[CH:22][CH:23]=2)(=[O:17])=[O:16])[CH:14]=1)=[NH:9])([CH3:4])([CH3:3])[CH3:2].[S:35]([CH2:39][CH2:40][CH2:41][C:42](O)=[O:43])(=[O:38])(=[O:37])[NH2:36].CCN=C=NCCCN(C)C.C1C=CC2N(O)N=NC=2C=1>CN(C=O)C>[C:1]([O:5][C:6](=[O:34])[NH:7][C:8](=[NH:9])[C:10]1[S:11][C:12]([S:32][CH3:33])=[C:13]([S:15]([C:18]2[CH:19]=[C:20]([C:24]3[C:29]([CH3:30])=[CH:28][CH:27]=[CH:26][C:25]=3[NH:31][C:42](=[O:43])[CH2:41][CH2:40][CH2:39][S:35](=[O:38])(=[O:37])[NH2:36])[CH:21]=[CH:22][CH:23]=2)(=[O:17])=[O:16])[CH:14]=1)([CH3:4])([CH3:3])[CH3:2]. Reported procedure: {[4-(2′-Amino-6′-methyl-biphenyl-3-sulfonyl)-5-methylsulfanyl-thiophen-2-yl]-imino-methyl}-carbamic acid tert-butyl ester (0.013 g, 0.025 mmol) [example 25, step c] was added to a solution of 4-sulfamoyl-butyric acid (0.011 g, 0.068 mmol), EDCI (0.013 g, 0.068 mmol) and HOBt (0.009 g, 0.068 mmol) in DMF [0.5 mL] at room temperature. The reaction was stirred for 24 hours and then evaporated. Column chromatography (25% EtOAc in hexanes) of the residue yielded the title compound (0.010 g, 60%) as a... The reactants are NC=1C=C2N=C(C(=NC2=CC1)N1CCN(CC1)CCC)N1CCN(CC1)CCC (6-Amino-2,3-bis(4-propyl-1-piperazinyl)quinoxaline), COC(N(C)C)OC (dimethylformamide dimethylacetal). Run at temperature 64 celsius. The product is C(CC)N1CCN(CC1)C1=NC2=CC=C(C=C2N=C1N1CCN(CC1)CCC)N=CN(C)C (N'-[2,3-bis(4-propyl-1-piperazinyl)-6-quinoxalinyl]-N,N-dimethylformamidine). Reaction SMILES: [NH2:1][C:2]1[CH:3]=[C:4]2[C:9](=[CH:10][CH:11]=1)[N:8]=[C:7]([N:12]1[CH2:17][CH2:16][N:15]([CH2:18][CH2:19][CH3:20])[CH2:14][CH2:13]1)[C:6]([N:21]1[CH2:26][CH2:25][N:24]([CH2:27][CH2:28][CH3:29])[CH2:23][CH2:22]1)=[N:5]2.CO[CH:32](OC)[N:33]([CH3:35])[CH3:34]>>[CH2:18]([N:15]1[CH2:16][CH2:17][N:12]([C:7]2[C:6]([N:21]3[CH2:22][CH2:23][N:24]([CH2:27][CH2:28][CH3:29])[CH2:25][CH2:26]3)=[N:5][C:4]3[C:9](=[CH:10][CH:11]=[C:2]([N:1]=[CH:32][N:33]([CH3:35])[CH3:34])[CH:3]=3)[N:8]=2)[CH2:13][CH2:14]1)[CH2:19][CH3:20]. Procedure details: A 6.0 g. portion of 6-amino-2,3-bis(4-propyl-1-piperazinyl)quinoxaline (prepared as in Example 5) is mixed with 3.42 ml. of dimethylformamide dimethylacetal in a reaction flask fitted with a reflux condenser. The mixture is refluxed in an oil bath at 64° C. for three hours. The condenser is removed and the distillate is allowed to boil off as the oil bath is permitted to cool overnight. The flask is stripped of solvent by water pump evacuation and the residue is dissolved in 50 ml. of acetonitri... Reactants: C[Sn](C)(C)c1ccc(C2=NOC(CO)C2)s1, O=C1OC(Cn2ccnn2)CN1c1ccc(I)c(F)c1, c1coc(P(c2ccco2)c2ccco2)c1. Yields the product O=C1OC(Cn2ccnn2)CN1c1ccc(-c2ccc(C3=NOC(CO)C3)s2)c(F)c1. RXN SMILES: [CH3:21][Sn:22]([c:23]1[cH:24][cH:25][c:26]([C:28]2=[N:29][O:30][CH:31]([CH2:33][OH:34])[CH2:32]2)[s:27]1)([CH3:35])[CH3:36].[F:1][c:2]1[cH:3][c:4]([N:9]2[C:10](=[O:20])[O:11][CH:12]([CH2:14][n:15]3[n:16][n:17][cH:18][cH:19]3)[CH2:13]2)[cH:5][cH:6][c:7]1[I:8].[o:37]1[cH:38][cH:39][cH:40][c:41]1[P:42]([c:43]1[o:44][cH:45][cH:46][cH:47]1)[c:48]1[o:49][cH:50][cH:51][cH:52]1>>[F:1][c:2]1[cH:3][c:4]([N:9]2[C:10](=[O:20])[O:11][CH:12]([CH2:14][n:15]3[n:16][n:17][cH:18][cH:19]3)[CH2:13]2)[cH:5][cH:6][c:7]1-[c:23]1[cH:24][cH:25][c:26]([C:28]2=[N:29][O:30][CH:31]([CH2:33][OH:34])[CH2:32]2)[s:27]1. Starting materials: C(#N)C1=CNC2=CC=CC(=C12)OCC1CO1 (1-(3-cyanoindol-4-yloxy)-2,3-epoxypropane), C(\C=C\C(=O)O)(=O)O (fumaric acid), C(CCC)O (n-butanol), O([N+](=O)[O-])C(CC(=O)NCCN)C (2-(3-nitroxybutanoylamino)-ethylamine). The solvent is CO (methanol). The product is C(\C=C\C(=O)O)(=O)O.C(#N)C1=CNC2=CC=CC(=C12)OCC(CNCCNC(CC(C)O[N+](=O)[O-])=O)O (1-(3-Cyanoindol-4-yloxy)-3-[2-(3-nitroxybutanoylamino)-ethylamino]-propan-2-ol fumarate). As a reaction SMILES: [C:1]([C:3]1[C:11]2[C:6](=[CH:7][CH:8]=[CH:9][C:10]=2[O:12][CH2:13][CH:14]2[O:16][CH2:15]2)[NH:5][CH:4]=1)#[N:2].C(O)CCC.[O:22]([CH:26]([CH3:34])[CH2:27][C:28]([NH:30][CH2:31][CH2:32][NH2:33])=[O:29])[N+:23]([O-:25])=[O:24].[C:35]([OH:42])(=[O:41])/[CH:36]=[CH:37]/[C:38]([OH:40])=[O:39]>CO>[C:35]([OH:42])(=[O:41])/[CH:36]=[CH:37]/[C:38]([OH:40])=[O:39].[C:1]([C:3]1[C:11]2[C:6](=[CH:7][CH:8]=[CH:9][C:10]=2[O:12][CH2:13][CH:14]([OH:16])[CH2:15][NH:33][CH2:32][CH2:31][NH:30][C:28](=[O:29])[CH2:27][CH:26]([O:22][N+:23]([O-:25])=[O:24])[CH3:34])[NH:5][CH:4]=1)#[N:2] |f:5.6|. Procedure: 4.2 g. 1-(3-cyanoindol-4-yloxy)-2,3-epoxypropane (see European patent specification No. 0,045,910) are suspended in 100 ml. n-butanol, mixed with 11.5 g. 2-(3-nitroxybutanoylamino)-ethylamine and stirred for 2 days at ambient temperature. After removal of the solvent, the residue is chromatographed on silica gel with methylene chloride/methanol (95:5 v/v) and methylene chloride/methanolic ammonia solution (95:5 v/v). From the appropriate fractions, after removal of the solvent, there are obtaine... Reactants: O=C([O-])O, CN(C)C=O, ClP(Cl)Cl, [Na+], O, COc1ccccc1-c1nc(C)c(-c2cccnc2)n1O. Product: COc1ccccc1-c1nc(-c2cccnc2)c(C)[nH]1. As a reaction SMILES: [C:27](=[O:28])([OH:29])[O-:30].[CH3:32][N:33]([CH3:34])[CH:35]=[O:36].[Cl:22][P:23]([Cl:24])[Cl:25].[Na+:31].[OH2:26].[OH:1][n:2]1[c:3](-[c:14]2[c:15]([O:20][CH3:21])[cH:16][cH:17][cH:18][cH:19]2)[n:4][c:5]([CH3:13])[c:6]1-[c:7]1[cH:8][n:9][cH:10][cH:11][cH:12]1>>[n:2]1[c:3](-[c:14]2[c:15]([O:20][CH3:21])[cH:16][cH:17][cH:18][cH:19]2)[nH:4][c:5]([CH3:13])[c:6]1-[c:7]1[cH:8][n:9][cH:10][cH:11][cH:12]1. The reactants are CC(C)(C)OC(=O)N1CCCC(C(=O)OCc2ccccc2)C1, ClCCl, O=C(O)C(F)(F)F. Product: O=C(OCc1ccccc1)C1CCCNC1. Reaction SMILES: [C:8]([O:9][C:10](=[O:11])[N:15]1[CH2:16][CH:17]([C:18](=[O:19])[O:20][CH2:21][c:22]2[cH:23][cH:24][cH:25][cH:26][cH:27]2)[CH2:28][CH2:29][CH2:30]1)([CH3:12])([CH3:13])[CH3:14].[Cl:31][CH2:32][Cl:33].[OH:1][C:2]([C:3]([F:4])([F:5])[F:6])=[O:7]>>[NH:15]1[CH2:16][CH:17]([C:18](=[O:19])[O:20][CH2:21][c:22]2[cH:23][cH:24][cH:25][cH:26][cH:27]2)[CH2:28][CH2:29][CH2:30]1. The reactants are C1CCC2=NCCCN2CC1 (DBU), C1(=CC=CC=C1)CCC=O (3-phenylpropanal), N(=O)C1=CC=CC=C1 (nitrosobenzene). Reagents/catalysts: catalyst. The solvent is ClCCl (dichloromethane). Conditions: time 10 minute. The product is ON(C(CCC1=CC=CC=C1)=O)C1=CC=CC=C1 (N-Hydroxy-N,3-diphenylpropanamide). Reaction SMILES: C1CCN2C(=NCCC2)CC1.[C:12]1([CH2:18][CH2:19][CH:20]=[O:21])[CH:17]=[CH:16][CH:15]=[CH:14][CH:13]=1.[N:22]([C:24]1[CH:29]=[CH:28][CH:27]=[CH:26][CH:25]=1)=[O:23]>ClCCl>[OH:23][N:22]([C:24]1[CH:29]=[CH:28][CH:27]=[CH:26][CH:25]=1)[C:20](=[O:21])[CH2:19][CH2:18][C:12]1[CH:17]=[CH:16][CH:15]=[CH:14][CH:13]=1. Reported procedure: DBU (15 mg, 0.1 mmol) was added under argon to a solution of 3-phenylpropanal (134 mg, 1 mmol), nitrosobenzene (107 mg, 1 mmol) and catalyst (36.4 mg, 0.1 mmol) in dichloromethane (5 mL). The reaction mixture was stirred at room temperature for 10 min. The solvent was removed under vacuum, and the residue was purified by flash silica gel column chromatography using hexane and ethyl acetate as the eluents.